This data is from the Open Reaction Database (ORD), a public repository of structured organic reaction records. The task is: describe an organic reaction: reactants, conditions, products, and yield As a reaction SMILES: [Br:24][c:25]1[cH:26][cH:27][c:28]([F:29])[c:30]([N+:31]#[N:32])[cH:33]1.[Br:34][c:35]1[cH:36][cH:37][c:38]([F:39])[c:40]([N+:41]#[N:42])[cH:43]1.[Br:5][c:6]1[cH:7][cH:8][c:9]([F:13])[c:10]([NH2:11])[cH:12]1.[I-:45].[K+:44].[N:1]([O-:2])=[O:3].[Na+:4].[OH2:46].[S:14](=[O:15])(=[O:16])([OH:17])[OH:18].[S:19]([O-:20])([O-:21])(=[O:22])=[O:23]>>[Br:5][c:6]1[cH:7][cH:8][c:9]([F:13])[c:10]([I:45])[cH:12]1. Product: Fc1ccc(Br)cc1I. Starting materials: N#[N+]c1cc(Br)ccc1F, N#[N+]c1cc(Br)ccc1F, Nc1cc(Br)ccc1F, [I-], [K+], O=N[O-], [Na+], O, O=S(=O)(O)O, O=S(=O)([O-])[O-]. Reactants: S(=O)(=O)(C1=CC=C(C)C=C1)OCC1CN(CO1)C1=CC=C2C(N3C(=NC2=C1)C(C1=CC(=CC=C13)F)=O)=O (3-(5-tosyloxymethyloxazolidin-3-yl)-8-fluoroindolo[2,1-b]-quinazoline-6,12-dione), [N-]=[N+]=[N-].[Na+] (sodium azide), C(Cl)(Cl)Cl (CHCl3). Run in CN(C)C=O (DMF). Product: N(=[N+]=[N-])CC1CN(CO1)C1=CC=C2C(N3C(=NC2=C1)C(C1=CC(=CC=C13)F)=O)=O (3-(5-azidomethyloxazolidin-3-yl)-8-fluoroindolo[2,1-b]quinazoline-6,12-dione). Reaction SMILES: S(O[CH2:12][CH:13]1[O:17][CH2:16][N:15]([C:18]2[CH:27]=[C:26]3[C:21]([C:22](=[O:37])[N:23]4[C:34]5[C:29](=[CH:30][C:31]([F:35])=[CH:32][CH:33]=5)[C:28](=[O:36])[C:24]4=[N:25]3)=[CH:20][CH:19]=2)[CH2:14]1)(C1C=CC(C)=CC=1)(=O)=O.[N-:38]=[N+:39]=[N-:40].[Na+].C(Cl)(Cl)Cl>CN(C=O)C>[N:38]([CH2:12][CH:13]1[O:17][CH2:16][N:15]([C:18]2[CH:27]=[C:26]3[C:21]([C:22](=[O:37])[N:23]4[C:34]5[C:29](=[CH:30][C:31]([F:35])=[CH:32][CH:33]=5)[C:28](=[O:36])[C:24]4=[N:25]3)=[CH:20][CH:19]=2)[CH2:14]1)=[N+:39]=[N-:40] |f:1.2|. Procedure: To a solution of 3-(5-tosyloxymethyloxazolidin-3-yl)-8-fluoroindolo[2,1-b]-quinazoline-6,12-dione (0.2 mmol) in DMF is added sodium azide (0.21 mmol). The reaction mixture is allowed to stir for 18 h at room temperature after which time CHCl3 is added and the organic layer is washed with water, dried (MgSO4) and the solvent is evaporated. Silica gel chromatography (1% MeOH/CHCl3) gives 3-(5-azidomethyloxazolidin-3-yl)-8-fluoroindolo[2,1-b]quinazoline-6,12-dione. Starting materials: CC(C)(C)c1ccc(CBr)cc1, O=C([O-])[O-], CO, ClC(Cl)Cl, [K+], [K+], O, O=C(O)Cc1ccccc1O. Yields the product CC(C)(C)c1ccc(COc2ccccc2CC(=O)O)cc1. Reaction SMILES: [C:1]([CH3:2])([CH3:3])([CH3:4])[c:5]1[cH:6][cH:7][c:8]([CH2:9][Br:10])[cH:11][cH:12]1.[C:24](=[O:25])([O-:26])[O-:27].[CH3:35][OH:36].[CH:30]([Cl:31])([Cl:32])[Cl:33].[K+:28].[K+:29].[OH2:34].[OH:13][c:14]1[c:15]([CH2:20][C:21](=[O:22])[OH:23])[cH:16][cH:17][cH:18][cH:19]1>>[C:1]([CH3:2])([CH3:3])([CH3:4])[c:5]1[cH:6][cH:7][c:8]([CH2:9][O:13][c:14]2[c:15]([CH2:20][C:21](=[O:22])[OH:23])[cH:16][cH:17][cH:18][cH:19]2)[cH:11][cH:12]1. Reactants: Cl.N[C@@H]1C(=O)O[C@@H]([C@H]1C(=O)O)C (2(S)-amino-3(S)-carboxy-4(R)-pentanolide hydrochloride), Cl (hydrogen chloride), CO (methanol). Reaction conditions: time 8 hour. The product is Cl.N[C@@H]1C(=O)O[C@@H]([C@H]1C(=O)OC)C (2(S)-amino-3(S)-methoxycarbonyl-4(R)-pentanolide hydrochloride). As a reaction SMILES: [ClH:1].[NH2:2][C@H:3]1[C@H:8]([C:9]([OH:11])=[O:10])[C@@H:7]([CH3:12])[O:6][C:4]1=[O:5].Cl.[CH3:14]O>>[ClH:1].[NH2:2][C@H:3]1[C@H:8]([C:9]([O:11][CH3:14])=[O:10])[C@@H:7]([CH3:12])[O:6][C:4]1=[O:5] |f:0.1,4.5|. Reported procedure: 19.56 g of 2(S)-amino-3(S)-carboxy-4(R)-pentanolide hydrochloride are suspended in methanol, the whole is gassed with hydrogen chloride for 15 minutes and stirred overnight at room temperature. The solvent is distilled off in a rotary evaporator and the residue is crystallised from chloroform: [α]D20 =-27.3° (1% in DMSO), m.p. 170°-172° C. Reaction SMILES: [C:12](=[O:13])([O-:14])[O-:15].[CH3:26][N:27]([CH3:28])[CH:29]=[O:30].[Cl:18][CH2:19][c:20]1[cH:21][cH:22][cH:23][cH:24][cH:25]1.[F:1][c:2]1[cH:3][c:4]([CH:5]=[O:6])[cH:7][c:8]([F:11])[c:9]1[OH:10].[K+:16].[K+:17].[OH2:31]>>[F:1][c:2]1[cH:3][c:4]([CH:5]=[O:6])[cH:7][c:8]([F:11])[c:9]1[O:10][CH2:19][c:20]1[cH:21][cH:22][cH:23][cH:24][cH:25]1. Product: O=Cc1cc(F)c(OCc2ccccc2)c(F)c1. The reactants are O=C([O-])[O-], CN(C)C=O, ClCc1ccccc1, O=Cc1cc(F)c(O)c(F)c1, [K+], [K+], O. Starting materials: OC=1C(=C(C(=O)OC)C=C(C1)[N+](=O)[O-])OCCOC (methyl 3-hydroxy-2-{[2-(methyloxy)ethyl]oxy}-5-nitrobenzoate), C([O-])([O-])=O.[K+].[K+] (potassium carbonate), C(C)#N (acetonitrile), BrCCOC (1-bromo-2-(methyloxy)ethane). The solvent is C(C)(=O)OCC (ethyl acetate). The product is COCCOC1=C(C(=O)OC)C=C(C=C1OCCOC)[N+](=O)[O-] (methyl 2,3-bis{[2-(methyloxy)ethyl]oxy}-5-nitrobenzoate). The yield is 91.4%. Reaction SMILES: [OH:1][C:2]1[C:3]([O:15][CH2:16][CH2:17][O:18][CH3:19])=[C:4]([CH:9]=[C:10]([N+:12]([O-:14])=[O:13])[CH:11]=1)[C:5]([O:7][CH3:8])=[O:6].C(=O)([O-])[O-].[K+].[K+].C(#N)C.Br[CH2:30][CH2:31][O:32][CH3:33]>C(OCC)(=O)C>[CH3:19][O:18][CH2:17][CH2:16][O:15][C:3]1[C:2]([O:1][CH2:30][CH2:31][O:32][CH3:33])=[CH:11][C:10]([N+:12]([O-:14])=[O:13])=[CH:9][C:4]=1[C:5]([O:7][CH3:8])=[O:6] |f:1.2.3|. Procedure: To a mixture of methyl 3-hydroxy-2-{[2-(methyloxy)ethyl]oxy}-5-nitrobenzoate (4.4 g, 16.2 mmol), potassium carbonate (4.5 g, 33 mmol) and acetonitrile (100 mL) was added 1-bromo-2-(methyloxy)ethane (2.5 mL, 24 mmol). The resulting mixture was heated at reflux 18 hour. After cooling to room temperature, the reaction mixture was diluted with ethyl acetate (200 mL), filtered and concentrated. The residue was then diluted with ethyl acetate (100 mL) and washed with 5% sodium hydroxide solution, wate... The reactants are CO, COc1c(OCC(CN2CCCC2)OC(C)=O)c(Nc2ccccc2)c2nc(F)nc(Cl)c2c1O, N. Yields the product COc1c(OCC(O)CN2CCCC2)c(Nc2ccccc2)c2nc(F)nc(Cl)c2c1O. RXN SMILES: [CH3:37][OH:38].[Cl:1][c:2]1[n:3][c:4]([F:35])[n:5][c:6]2[c:7]([NH:28][c:29]3[cH:30][cH:31][cH:32][cH:33][cH:34]3)[c:8]([O:15][CH2:16][CH:17]([CH2:18][N:19]3[CH2:20][CH2:21][CH2:22][CH2:23]3)[O:24][C:25](=[O:26])[CH3:27])[c:9]([O:13][CH3:14])[c:10]([OH:12])[c:11]12.[NH3:36]>>[Cl:1][c:2]1[n:3][c:4]([F:35])[n:5][c:6]2[c:7]([NH:28][c:29]3[cH:30][cH:31][cH:32][cH:33][cH:34]3)[c:8]([O:15][CH2:16][CH:17]([CH2:18][N:19]3[CH2:20][CH2:21][CH2:22][CH2:23]3)[OH:24])[c:9]([O:13][CH3:14])[c:10]([OH:12])[c:11]12. Starting materials: [Si](C)(C)(C)OS(=O)(=O)C(F)(F)F (TMS-OTf), ClC1=C(C=C(C=C1NC1=NN2C(C(=N1)N(CC1=CC=C(C=C1)OC)C1CC1)=NC=C2C#N)C#N)N2CC1C(CC2)N(CC1)C(=O)OC(C)(C)C (tert-butyl 5-(2-chloro-5-cyano-3-((7-cyano-4-(cyclopropyl(4-methoxybenzyl)amino)imidazo[2,1-f][1,2,4]triazin-2-yl)amino)phenyl)octahydro-1H-pyrrolo[3,2-c]pyridine-1-carboxylate), N1=C(C=CC=C1C)C (2,6-lutidine). Solvent: ClCCl (dichloromethane), ClCCl (dichloromethane). Conditions: time 2 hour. The product is ClC1=C(C=C(C=C1N1CC2C(CC1)NCC2)C#N)NC2=NN1C(C(=N2)N(CC2=CC=C(C=C2)OC)C2CC2)=NC=C1C#N (2-((2-chloro-5-cyano-3-(hexahydro-1H-pyrrolo[3,2-c]pyridin-5(6H)-yl)phenyl)amino)-4-(cyclopropyl(4-methoxybenzyl)amino)imidazo[2,1-f][1,2,4]triazine-7-carbonitrile). The yield is 93.4%. Reaction SMILES: [Si](OS(C(F)(F)F)(=O)=O)(C)(C)C.[Cl:13][C:14]1[C:19]([NH:20][C:21]2[N:26]=[C:25]([N:27]([CH:37]3[CH2:39][CH2:38]3)[CH2:28][C:29]3[CH:34]=[CH:33][C:32]([O:35][CH3:36])=[CH:31][CH:30]=3)[C:24]3=[N:40][CH:41]=[C:42]([C:43]#[N:44])[N:23]3[N:22]=2)=[CH:18][C:17]([C:45]#[N:46])=[CH:16][C:15]=1[N:47]1[CH2:52][CH2:51][CH:50]2[N:53](C(OC(C)(C)C)=O)[CH2:54][CH2:55][CH:49]2[CH2:48]1.N1C(C)=CC=CC=1C>ClCCl>[Cl:13][C:14]1[C:15]([N:47]2[CH2:52][CH2:51][CH:50]3[NH:53][CH2:54][CH2:55][CH:49]3[CH2:48]2)=[CH:16][C:17]([C:45]#[N:46])=[CH:18][C:19]=1[NH:20][C:21]1[N:26]=[C:25]([N:27]([CH:37]2[CH2:39][CH2:38]2)[CH2:28][C:29]2[CH:30]=[CH:31][C:32]([O:35][CH3:36])=[CH:33][CH:34]=2)[C:24]2=[N:40][CH:41]=[C:42]([C:43]#[N:44])[N:23]2[N:22]=1. Reported procedure: TMS-OTf (0.281 ml, 1.553 mmol) was added to a solution of tert-butyl 5-(2-chloro-5-cyano-3-((7-cyano-4-(cyclopropyl(4-methoxybenzyl)amino)imidazo[2,1-f][1,2,4]triazin-2-yl)amino)phenyl)octahydro-1H-pyrrolo[3,2-c]pyridine-1-carboxylate (360 mg, 0.518 mmol) and 2,6-lutidine (0.181 ml, 1.553 mmol) in dichloromethane (3 ml) and the reaction mixture was stirred at room temperature for 2 hours. The reaction mixture was diluted with dichloromethane and washed with saturated sodium bicarbonate. The aque... Starting materials: Cc1ccc([N+](=O)[O-])c(C)c1C(O[SiH](c1ccccc1)c1ccccc1)C(C)(C)C, CCO, [Cl-], [Fe], [NH4+]. The product is Cc1ccc(N)c(C)c1C(O[SiH](c1ccccc1)c1ccccc1)C(C)(C)C. Reaction SMILES: [C:1]([CH3:2])([CH3:3])([CH3:4])[CH:5]([c:6]1[c:7]([CH3:16])[c:8]([N+:13]([O-:14])=[O:15])[cH:9][cH:10][c:11]1[CH3:12])[O:17][SiH:18]([c:19]1[cH:20][cH:21][cH:22][cH:23][cH:24]1)[c:25]1[cH:26][cH:27][cH:28][cH:29][cH:30]1.[CH3:33][CH2:34][OH:35].[Cl-:31].[Fe:36].[NH4+:32]>>[C:1]([CH3:2])([CH3:3])([CH3:4])[CH:5]([c:6]1[c:7]([CH3:16])[c:8]([NH2:13])[cH:9][cH:10][c:11]1[CH3:12])[O:17][SiH:18]([c:19]1[cH:20][cH:21][cH:22][cH:23][cH:24]1)[c:25]1[cH:26][cH:27][cH:28][cH:29][cH:30]1. The reactants are CO, COC(=O)c1cn2ccnc2c(Cl)c1Nc1ccc(Br)cc1Cl, [Na+], [OH-]. Product: O=C(O)c1cn2ccnc2c(Cl)c1Nc1ccc(Br)cc1Cl. Reaction SMILES: [CH3:26][OH:27].[CH3:3][O:4][C:5](=[O:6])[c:7]1[c:8]([NH:17][c:18]2[c:19]([Cl:25])[cH:20][c:21]([Br:24])[cH:22][cH:23]2)[c:9]([Cl:16])[c:10]2[n:11]([cH:12]1)[cH:13][cH:14][n:15]2.[Na+:2].[OH-:1]>>[O:4]=[C:5]([OH:6])[c:7]1[c:8]([NH:17][c:18]2[c:19]([Cl:25])[cH:20][c:21]([Br:24])[cH:22][cH:23]2)[c:9]([Cl:16])[c:10]2[n:11]([cH:12]1)[cH:13][cH:14][n:15]2.